Task: describe an organic reaction: reactants, conditions, products, and yield. Dataset: the Open Reaction Database (ORD), a public repository of structured organic reaction records Reactants: C1(=CC=CC=C1O)C (cresol), aqueous solution, [OH-].[Na+] (NaOH), C(C)C(CO)CCCC (2-ethyl-1-hexanol). The solvent is C=1(C(=CC=CC1)C)C (xylene). Product: C=1(C(=CC=CC1O)C(=O)[O-])C.[Na+] (Sodium Cresolate). RXN SMILES: [OH-:1].[Na+:2].C(C(CCCC)[CH2:6][OH:7])C.[C:12]1([CH3:19])[C:17]([OH:18])=[CH:16][CH:15]=[CH:14][CH:13]=1>C1(C)C(C)=CC=CC=1>[C:12]1([CH3:19])[C:13]([C:6]([O-:7])=[O:1])=[CH:14][CH:15]=[CH:16][C:17]=1[OH:18].[Na+:2] |f:0.1,5.6|. Reported procedure: A five liter flask was equipped with a stirrer, thermometer dropping funnel, heating mantle, Dean-Stark trap and a reflux condenser. 329 grams of a 48.6% aqueous solution of NaOH was added to the flask along with 2000 ml of a 4:1 mixture of xylene and 2-ethyl-1-hexanol. 433 grams of commercial cresol (99.4% pure) was slowly added. The batch was heated to reflux to collect the water. The product was a solution of sodium cresolate:xylene-2-ethyl-1-hexanol mixture. The reactants are C[O-], CC(=O)O, CO, COC(=O)C(=C(C)C)N1C(=O)C(C(C)OC=O)C1SC, [Na+]. Product: COC(=O)C(=C(C)C)N1C(=O)C(C(C)O)C1SC. Reaction SMILES: [CH3:21][O-:22].[CH3:24][C:25](=[O:26])[OH:27].[CH3:28][OH:29].[CH:1](=[O:2])[O:3][CH:4]([CH3:5])[CH:6]1[C:7](=[O:20])[N:8]([C:12]([C:13](=[O:14])[O:15][CH3:16])=[C:17]([CH3:18])[CH3:19])[CH:9]1[S:10][CH3:11].[Na+:23]>>[OH:3][CH:4]([CH3:5])[CH:6]1[C:7](=[O:20])[N:8]([C:12]([C:13](=[O:14])[O:15][CH3:16])=[C:17]([CH3:18])[CH3:19])[CH:9]1[S:10][CH3:11]. Reactants: NCCCCCC(=O)O (6-aminohexanoic acid), CN(C1=C2C=CC=C(C2=CC=C1)S(=O)(=O)Cl)C (5-(dimethylamino)naphthalene-1-sulfonyl chloride), Cl (HCl). Run in C(=O)(O)[O-].[Na+] (NaHCO3), CC(=O)C (acetone), C(C)N(CC)CC (triethylamine). Conditions: time 1 hour. Product: CN(C1=C2C=CC=C(C2=CC=C1)S(=O)(=O)NCCCCCC(=O)O)C (6-(5-dimethylaminonaphthalene-1-sulfonamido)hexanoic acid). Isolated yield 89.5%. As a reaction SMILES: [NH2:1][CH2:2][CH2:3][CH2:4][CH2:5][CH2:6][C:7]([OH:9])=[O:8].[CH3:10][N:11]([CH3:26])[C:12]1[CH:21]=[CH:20][CH:19]=[C:18]2[C:13]=1[CH:14]=[CH:15][CH:16]=[C:17]2[S:22](Cl)(=[O:24])=[O:23].Cl>C([O-])(O)=O.[Na+].CC(C)=O.C(N(CC)CC)C>[CH3:10][N:11]([CH3:26])[C:12]1[CH:21]=[CH:20][CH:19]=[C:18]2[C:13]=1[CH:14]=[CH:15][CH:16]=[C:17]2[S:22]([NH:1][CH2:2][CH2:3][CH2:4][CH2:5][CH2:6][C:7]([OH:9])=[O:8])(=[O:24])=[O:23] |f:3.4|. Procedure details: To a stirred solution of 6-aminohexanoic acid (1.5 g, 11.4 mmol) in 1 M NaHCO3 (45 as added 5-(dimethylamino)naphthalene-1-sulfonyl chloride (0.63 g, 2.33 mmol) in acetone (10 mL) and triethylamine (2 mL). The solution was stirred for 1 h, acidified to pH 3 with 2 N HCl, extracted with ethyl acetate (3×15 mL). The organic layer was washed with water (15 mL) and brine (15 mL), dried over Na2SO4. The solvent was evaporated and purified by flash chromatography using CH2Cl2-MeOH to afford 6-(5-dimet... Reactants: OC1=C(C=C(C=C1)CC(=O)OCC)OC (ethyl (4-hydroxy-3-methoxyphenyl)acetate), C([O-])([O-])=O.[K+].[K+] (potassium carbonate), CN(C=O)C (N,N-dimethylformamide), ClCC=1N=C(OC1C)C=1OC=CC1 (4-chloromethyl-2-(2-furyl)-5-methyl-1,3-oxazole). Solvent: O (Water). The product is C(C)OC(CC1=CC(=C(C=C1)OCC=1N=C(OC1C)C=1OC=CC1)OC)=O (ethyl(4-{[2-(2-furyl)-5-methyl-1,3-oxazol-4-yl]methoxy}-3-methoxyphenyl)acetate). RXN SMILES: [OH:1][C:2]1[CH:7]=[CH:6][C:5]([CH2:8][C:9]([O:11][CH2:12][CH3:13])=[O:10])=[CH:4][C:3]=1[O:14][CH3:15].C(=O)([O-])[O-].[K+].[K+].CN(C)C=O.Cl[CH2:28][C:29]1[N:30]=[C:31]([C:35]2[O:36][CH:37]=[CH:38][CH:39]=2)[O:32][C:33]=1[CH3:34]>O>[CH2:12]([O:11][C:9](=[O:10])[CH2:8][C:5]1[CH:6]=[CH:7][C:2]([O:1][CH2:28][C:29]2[N:30]=[C:31]([C:35]3[O:36][CH:37]=[CH:38][CH:39]=3)[O:32][C:33]=2[CH3:34])=[C:3]([O:14][CH3:15])[CH:4]=1)[CH3:13] |f:1.2.3|. Reported procedure: To a mixture of ethyl (4-hydroxy-3-methoxyphenyl)acetate (7.00 g), potassium carbonate (5.43 g) and N,N-dimethylformamide (100 mL) was added 4-chloromethyl-2-(2-furyl)-5-methyl-1,3-oxazole (7.77 g) with stirring, and the mixture was stirred overnight at 80° C. Water was poured into the reaction mixture, and the mixture was extracted with ethyl acetate. The ethyl acetate layer was washed successively with distilled water and saturated brine, dried over anhydrous magnesium sulfate and concentrated... Starting materials: N (ammonia), C(#N)C1=CC(=C(C=C1)C1C(=C(NC2=CC=NC(=C12)OCC)C)C(=O)O)OC(F)(F)F (4-[4-Cyano-2-(trifluoromethoxy)phenyl]-5-ethoxy-2-methyl-1,4-dihydro-1,6-naphthyridine-3-carboxylic acid), C(C)(=O)OCC (ethyl acetate), C(=O)(N1C=NC=C1)N1C=NC=C1 (1,1′-carbonyldiimidazole). The solvent is CN(C)C=O (DMF). Run at time 8 hour. The product is C(#N)C1=CC(=C(C=C1)C1C(=C(NC2=CC=NC(=C12)OCC)C)C(=O)N)OC(F)(F)F (4-[4-Cyano-2-(trifluoromethoxy)phenyl]-5-ethoxy-2-methyl-1,4-dihydro-1,6-naphthyridine-3-carboxamide). Reaction SMILES: [C:1]([C:3]1[CH:8]=[CH:7][C:6]([CH:9]2[C:18]3[C:13](=[CH:14][CH:15]=[N:16][C:17]=3[O:19][CH2:20][CH3:21])[NH:12][C:11]([CH3:22])=[C:10]2[C:23](O)=[O:24])=[C:5]([O:26][C:27]([F:30])([F:29])[F:28])[CH:4]=1)#[N:2].C(OCC)(=O)C.C(N1C=CN=C1)([N:39]1C=CN=C1)=O.N>CN(C=O)C>[C:1]([C:3]1[CH:8]=[CH:7][C:6]([CH:9]2[C:18]3[C:13](=[CH:14][CH:15]=[N:16][C:17]=3[O:19][CH2:20][CH3:21])[NH:12][C:11]([CH3:22])=[C:10]2[C:23]([NH2:39])=[O:24])=[C:5]([O:26][C:27]([F:28])([F:30])[F:29])[CH:4]=1)#[N:2]. Reported procedure: 200 mg (0.477 mmol) of the compound from Example 37A are introduced into 5 ml of ethyl acetate and, after addition of 96.7 mg (0.596 mmol) of 1,1′-carbonyldiimidazole, stirred at room temperature overnight (TLC check: insufficient reaction). Then 1 ml of DMF is added, and the mixture is stirred at room temperature for a further night (TLC check: complete conversion). The volatile components are removed in a rotary evaporator, and the residue is taken up in 4 ml of DMF. Then 663 μl of ammonia (28... The reactants are CC(C)NC(C)C, Clc1ccc(I)c(Cl)c1, C#Cc1ccc(Cl)cc1, ClCCl, [Cu]I, Cl[Pd]Cl, c1ccc(P(c2ccccc2)c2ccccc2)cc1, c1ccc(P(c2ccccc2)c2ccccc2)cc1. Yields the product Clc1ccc(C#Cc2ccc(Cl)cc2Cl)cc1. RXN SMILES: [CH:19]([NH:20][CH:21]([CH3:22])[CH3:23])([CH3:24])[CH3:25].[Cl:10][c:11]1[c:12]([I:18])[cH:13][cH:14][c:15]([Cl:17])[cH:16]1.[Cl:1][c:2]1[cH:3][cH:4][c:5]([C:8]#[CH:9])[cH:6][cH:7]1.[Cl:26][CH2:27][Cl:28].[Cu:70][I:71].[Pd:29]([Cl:30])[Cl:31].[c:32]1([P:33]([c:34]2[cH:35][cH:36][cH:37][cH:38][cH:39]2)[c:40]2[cH:41][cH:42][cH:43][cH:44][cH:45]2)[cH:46][cH:47][cH:48][cH:49][cH:50]1.[c:51]1([P:52]([c:53]2[cH:54][cH:55][cH:56][cH:57][cH:58]2)[c:59]2[cH:60][cH:61][cH:62][cH:63][cH:64]2)[cH:65][cH:66][cH:67][cH:68][cH:69]1>>[Cl:1][c:2]1[cH:3][cH:4][c:5]([C:8]#[C:9][c:12]2[c:11]([Cl:10])[cH:16][c:15]([Cl:17])[cH:14][cH:13]2)[cH:6][cH:7]1. The reactants are C(CCC)[Sn](CCCC)(CCCC)Cl (tributyltin chloride), BrC1=CN=C2N1C=CC(=N2)C(C)(O[Si](CC)(CC)CC)C (3-bromo-7-(1-methyl-1-triethylsilanyloxyethyl)imidazo[1,2-α]pyrimidine), C(C)(C)[Mg]Cl (isopropylmagnesium chloride), solution. Solvent: O1CCCC1 (tetrahydrofuran), O1CCCC1 (tetrahydrofuran). Run at temperature -78 celsius, time 10 minute. The product is CC(C)(O[Si](CC)(CC)CC)C1=NC=2N(C=C1)C(=CN2)[Sn](CCCC)(CCCC)CCCC (7-(1-methyl-1-triethylsilanyloxyethyl)-3-tributylstannanylimidazo[1,2-α]pyrimidine). RXN SMILES: Br[C:2]1[N:6]2[CH:7]=[CH:8][C:9]([C:11]([CH3:21])([O:13][Si:14]([CH2:19][CH3:20])([CH2:17][CH3:18])[CH2:15][CH3:16])[CH3:12])=[N:10][C:5]2=[N:4][CH:3]=1.C([Mg]Cl)(C)C.[CH2:27]([Sn:31](Cl)([CH2:36][CH2:37][CH2:38][CH3:39])[CH2:32][CH2:33][CH2:34][CH3:35])[CH2:28][CH2:29][CH3:30]>O1CCCC1>[CH3:12][C:11]([C:9]1[CH:8]=[CH:7][N:6]2[C:2]([Sn:31]([CH2:32][CH2:33][CH2:34][CH3:35])([CH2:36][CH2:37][CH2:38][CH3:39])[CH2:27][CH2:28][CH2:29][CH3:30])=[CH:3][N:4]=[C:5]2[N:10]=1)([O:13][Si:14]([CH2:19][CH3:20])([CH2:17][CH3:18])[CH2:15][CH3:16])[CH3:21]. Reported procedure: To a cooled (−78° C.) solution of 3-bromo-7-(1-methyl-1-triethylsilanyloxyethyl)imidazo[1,2-α]pyrimidine (440 mg, 1.20 mmol) in tetrahydrofuran (4 ml) was added isopropylmagnesium chloride (0.63 ml of a 2M solution in tetrahydrofuran, 1.26 mmol). After stirring at −78° C. for 5 min tributyltin chloride (0.36 ml, 1.32 mmol) was added, the reaction stirred for 10 min at −78° C., then allowed to warm to ambient temperature, to give a solution of 7-(1-methyl-1-triethylsilanyloxyethyl)-3-tributylstan...